From a dataset of the Open Reaction Database (ORD), a public repository of structured organic reaction records. describe an organic reaction: reactants, conditions, products, and yield Starting materials: [BH4-].[Na+] (sodium borohydride), [Cl-].ClC1=COC2=C(C(N1CCCC=[N+]1CC=C(C=C1)C1=NC=CC=C1)=O)C=CC=C2 (3-chloro-4,5-dihydro-4-(4-(4-(2-pyridyl)pyridinio-1-yl)butyl)-1,4-benzoxazepin-5-one chloride), O (Water). The solvent is C(C)O (ethanol). Conditions: time 10 minute. Yields the product ClC1=COC2=C(C(N1CCCCN1CC=C(CC1)C1=NC=CC=C1)=O)C=CC=C2 (3-chloro-4,5-dihydro-4-(4-(4-(2-pyridyl)-1,2,5,6-tetrahydropyridin-1-yl)butyl)-1,4-benzoxazepin-5-one). Isolated yield 81.0%. Reaction SMILES: [Cl-].[Cl:2][C:3]1[N:9]([CH2:10][CH2:11][CH2:12][CH:13]=[N+:14]2[CH:19]=[CH:18][C:17]([C:20]3[CH:25]=[CH:24][CH:23]=[CH:22][N:21]=3)=[CH:16][CH2:15]2)[C:8](=[O:26])[C:7]2[CH:27]=[CH:28][CH:29]=[CH:30][C:6]=2[O:5][CH:4]=1.[BH4-].[Na+].O>C(O)C>[Cl:2][C:3]1[N:9]([CH2:10][CH2:11][CH2:12][CH2:13][N:14]2[CH2:19][CH2:18][C:17]([C:20]3[CH:25]=[CH:24][CH:23]=[CH:22][N:21]=3)=[CH:16][CH2:15]2)[C:8](=[O:26])[C:7]2[CH:27]=[CH:28][CH:29]=[CH:30][C:6]=2[O:5][CH:4]=1 |f:0.1,2.3|. Procedure: 800 mg of the compound of Example 23 was dissolved in 20 ml of ethanol, 140 mg (2 equivalents) of sodium borohydride was added under ice cooling, then the result was agitated at room temperature for 10 minutes. Water was added and extraction was performed with ethyl acetate. The organic layer was washed with water and saturated saline, then was dried with anhydrous magnesium sulfate. The solvent was distilled off and the resultant crude product was refined with silica gel column chromatography (... Starting materials: C(CCC)N(CCCC)CC=1N=CNC1C (4-(N,N-dibutylaminomethyl)-5-methylimidazole), CNCC=1N=CNC1C (4-(N-methylaminomethyl)-5-methylimidazole), C(CCC)NCC=1N=CNC1C (4-(N-butylaminomethyl)-5-methylimidazole), Cl (hydrochloric acid), C(CCC)N (butylamine), C(CCC)NCCCC (dibutylamine), NCCS (cysteamine). Yields the product Cl.Cl.NCCSCC=1N=CNC1C (4-(2-aminoethyl)thiomethyl-5-methylimidazole dihydrochloride). RXN SMILES: CN[CH2:3][C:4]1[N:5]=[CH:6][NH:7][C:8]=1[CH3:9].C(N)CCC.C(NCCCC)CCC.C(NCC1N=CNC=1C)CCC.C(N(CC1N=CNC=1C)CCCC)CCC.[NH2:52][CH2:53][CH2:54][SH:55].[ClH:56]>>[ClH:56].[ClH:56].[NH2:52][CH2:53][CH2:54][S:55][CH2:3][C:4]1[N:5]=[CH:6][NH:7][C:8]=1[CH3:9] |f:7.8.9|. Procedure details: By the same procedure, using methylene in place of dimethylamine, 4-(N-methylaminomethyl)-5-methylimidazole is prepared. In the same way, using butylamine and dibutylamine, 4-(N-butylaminomethyl)-5-methylimidazole and 4-(N,N-dibutylaminomethyl)-5-methylimidazole are prepared. Refluxing these intermediates with cysteamine by the above procedure and treating with hydrochloric acid gives 4-(2-aminoethyl)thiomethyl-5-methylimidazole dihydrochloride. The reactants are C1CCNC1, CCO, ClCC1CO1. Yields the product OC(CCl)CN1CCCC1. RXN SMILES: [CH2:6]1[CH2:7][CH2:8][NH:9][CH2:10]1.[CH3:11][CH2:12][OH:13].[Cl:1][CH2:2][CH:3]1[CH2:4][O:5]1>>[Cl:1][CH2:2][CH:3]([CH2:4][N:9]1[CH2:8][CH2:7][CH2:6][CH2:10]1)[OH:5]. Reactants: CCOC(=O)C (EtOAc), [H-].C(C(C)C)[Al+]CC(C)C (diisobutylaluminum hydride), CC1=CC=2OCCC3=C(C2N=C1C(=O)O)SC=C3 (3-methylcarboxy-6,7-dihydropyrido[3,2-b]thieno[2,3-d]oxepine). Solvent: C1(=CC=CC=C1)C (toluene), C1(=CC=CC=C1)C (toluene). Reaction conditions: temperature 0 celsius. Yields the product OCC1=CC=2OCCC3=C(C2N=C1)SC=C3 (3-hydroxymethyl-6,7-dihydropyrido[3,2-b]thieno[2,3-d]oxepine). As a reaction SMILES: [H-].C([Al+]CC(C)C)C(C)C.[CH3:11][C:12]1[C:22](C(O)=O)=[N:21][C:20]2[C:19]3[S:26][CH:27]=[CH:28][C:18]=3[CH2:17][CH2:16][O:15][C:14]=2[CH:13]=1.CC[O:31]C(C)=O>C1(C)C=CC=CC=1>[OH:31][CH2:11][C:12]1[CH:22]=[N:21][C:20]2[C:19]3[S:26][CH:27]=[CH:28][C:18]=3[CH2:17][CH2:16][O:15][C:14]=2[CH:13]=1 |f:0.1|. Reported procedure: To a solution of 1.00 M of diisobutylaluminum hydride in toluene (4.02 mL) at 0° C. was added 3-methylcarboxy-6,7-dihydropyrido[3,2-b]thieno[2,3-d]oxepine (0.420 g, 1.61 mmol) in toluene (17.8 mL, 167 mmol). The reaction mixture was stirred at 0° C. 2 h. The reaction is diluted with EtOAc then quenched with 1M HCl. The organic layer was dried Na2SO4, concentrated to give 3-hydroxymethyl-6,7-dihydropyrido[3,2-b]thieno[2,3-d]oxepine which was dissolved in triethylamine (0.336 mL, 2.41 mmol) and N,... Reactants: C([O-])([O-])=O.[K+].[K+] (potassium carbonate), FC1=CC=C(C=O)C=C1 (4-fluorobenzaldehyde), FC(CO)(C(F)F)F (2,2,3,3-tetrafluoropropanol). Solvent: CC(=O)N(C)C (dimethylacetamide). Yield: 82.2%. RXN SMILES: C(=O)([O-])[O-].[K+].[K+].F[C:8]1[CH:15]=[CH:14][C:11]([CH:12]=[O:13])=[CH:10][CH:9]=1.[F:16][C:17]([F:23])([CH:20]([F:22])[F:21])[CH2:18][OH:19]>CC(N(C)C)=O>[F:16][C:17]([F:23])([CH:20]([F:22])[F:21])[CH2:18][O:19][C:8]1[CH:15]=[CH:14][C:11]([CH:12]=[O:13])=[CH:10][CH:9]=1 |f:0.1.2|. The product is FC(COC1=CC=C(C=O)C=C1)(C(F)F)F (4-(2,2,3,3-tetrafluoropropoxy) benzaldehyde). Procedure details: 500 ml of dimethylacetamide, 304 g of potassium carbonate, 248 g of 4-fluorobenzaldehyde and 290 g of 2,2,3,3-tetrafluoropropanol are heated for 22.5 hours at 140° C. The reaction mixture is subsequently cooled to 20° C. and filtered. The salt mixture is washed using 300 ml of dimethylacetamide. After the filtrate has been distilled in vacuo at 3 mbar, a bottom temperature of 135° C. and a head temperature of 109° C. to 110° C., 387.95 g of 4-(2,2,3,3-tetrafluoropropoxy) benzaldehyde with a puri... Conditions: temperature 20 celsius.